From a dataset of the Open Reaction Database (ORD), a public repository of structured organic reaction records. describe an organic reaction: reactants, conditions, products, and yield Yields the product CC1=NC(=NC(=C1C(C(=O)OC)CCC)C1=CC=C(C=C1)C)C1=CC=CC=C1 (Methyl 2-(4-methyl-2-phenyl-6-p-tolylpyrimidin-5-yl)pentanoate). Run in COCCOC (DME), O (water). Reaction SMILES: Cl[C:2]1[N:7]=[C:6]([CH3:8])[C:5]([CH:9]([CH2:14][CH2:15][CH3:16])[C:10]([O:12][CH3:13])=[O:11])=[C:4]([C:17]2[CH:22]=[CH:21][C:20]([CH3:23])=[CH:19][CH:18]=2)[N:3]=1.[C:24]1(B(O)O)[CH:29]=[CH:28][CH:27]=[CH:26][CH:25]=1.C(N(CC)C(C)C)(C)C>COCCOC.O.[Pd].C1(P(C2C=CC=CC=2)C2C=CC=CC=2)C=CC=CC=1.C1(P(C2C=CC=CC=2)C2C=CC=CC=2)C=CC=CC=1.C1(P(C2C=CC=CC=2)C2C=CC=CC=2)C=CC=CC=1.C1(P(C2C=CC=CC=2)C2C=CC=CC=2)C=CC=CC=1>[CH3:8][C:6]1[C:5]([CH:9]([CH2:14][CH2:15][CH3:16])[C:10]([O:12][CH3:13])=[O:11])=[C:4]([C:17]2[CH:22]=[CH:21][C:20]([CH3:23])=[CH:19][CH:18]=2)[N:3]=[C:2]([C:24]2[CH:29]=[CH:28][CH:27]=[CH:26][CH:25]=2)[N:7]=1 |f:5.6.7.8.9|. Reactants: ClC1=NC(=C(C(=N1)C)C(C(=O)OC)CCC)C1=CC=C(C=C1)C (Methyl 2-(2-chloro-4-methyl-6-p-tolylpyrimidin-5-yl)pentanoate), C1(=CC=CC=C1)B(O)O (benzeneboronic acid), C(C)(C)N(C(C)C)CC (N,N-Diisopropylethylamine). The yield is 89.0%. The reagents and catalysts are [Pd].C1(=CC=CC=C1)P(C1=CC=CC=C1)C1=CC=CC=C1.C1(=CC=CC=C1)P(C1=CC=CC=C1)C1=CC=CC=C1.C1(=CC=CC=C1)P(C1=CC=CC=C1)C1=CC=CC=C1.C1(=CC=CC=C1)P(C1=CC=CC=C1)C1=CC=CC=C1 (tetrakis(triphenylphosphine) palladium(0)). Reported procedure: Methyl 2-(2-chloro-4-methyl-6-p-tolylpyrimidin-5-yl)pentanoate (100 mg; 0.30 mmol), benzeneboronic acid (110 mg; 0.901 mmol) and tetrakis(triphenylphosphine) palladium(0) (34.7 mg; 0.030 mmol) were placed in a 5 mL reaction tube and dissolved in a mixture of degassed DME (1.50 mL) and water (0.5 mL). N,N-Diisopropylethylamine (0.185 mL; 1.202 mmol) was added, the tube was sealed and irradiated in a microwave oven at 130° C. for 1 h. The reaction mixture was partitioned between brine and ethyl ac... Reactants: CC1CCc2sccc2C1=O, CCI. The product is CCC1CCc2sccc2C1=O. As a reaction SMILES: [CH3:1][CH:2]1[CH2:3][CH2:4][c:5]2[c:6]([cH:7][cH:8][s:9]2)[C:10]1=[O:11].[I:12][CH2:13][CH3:14]>>[CH2:1]([CH:2]1[CH2:3][CH2:4][c:5]2[c:6]([cH:7][cH:8][s:9]2)[C:10]1=[O:11])[CH3:13]. Reactants: ClCS(=O)(=O)NC1=C(C=C(C(=C1)N1C(N2[C@@H](C1=O)C[C@@H](C2)F)=O)F)Cl ((6S-cis)-1-chloro-N-[2-chloro-4-fluoro-5-(6-fluorotetrahydro-1,3-dioxo-1H-pyrrolo[1,2-c]imidazol-2(3H)-yl)phenyl]methanesulfonamide), N1=CC=CC=C1 (pyridine), ClC(=O)OC (methyl chloroformate). Run in ClCCl (dichloromethane), ClCCl (dichloromethane). Yields the product ClC1=C(C=C(C(=C1)F)N1C(N2[C@@H](C1=O)C[C@@H](C2)F)=O)N(C(OC)=O)S(=O)(=O)CCl ((6S-cis)-methyl [2-chloro-4-fluoro-5-(6-fluorotetrahydro-1,3-dioxo-1H-pyrrolo[1,2-c]imidazol-2(3H)-yl)phenyl][(chloromethyl)sulfonyl]carbamate), solid. As a reaction SMILES: [Cl:1][CH2:2][S:3]([NH:6][C:7]1[CH:12]=[C:11]([N:13]2[C:17](=[O:18])[C@H:16]3[CH2:19][C@H:20]([F:22])[CH2:21][N:15]3[C:14]2=[O:23])[C:10]([F:24])=[CH:9][C:8]=1[Cl:25])(=[O:5])=[O:4].N1C=CC=CC=1.Cl[C:33]([O:35][CH3:36])=[O:34]>ClCCl>[Cl:25][C:8]1[CH:9]=[C:10]([F:24])[C:11]([N:13]2[C:17](=[O:18])[C@H:16]3[CH2:19][C@H:20]([F:22])[CH2:21][N:15]3[C:14]2=[O:23])=[CH:12][C:7]=1[N:6]([S:3]([CH2:2][Cl:1])(=[O:5])=[O:4])[C:33](=[O:34])[O:35][CH3:36]. Procedure: To a mixture of the title compound of Example 1, Step H (0.32 g, 0.7 mmol) and pyridine (0.5 mL) in dichloromethane (5 mL) was added a solution of methyl chloroformate (0.09 g, 0.95 mmol) in dichloromethane (1 mL) at room temperature. After completion of the reaction (2 h), the solvents were removed in vacuo and the title compound of Step A, a compound of this invention, was isolated by flash chromatography (0.31 g, 95%) as a white solid melting at 108-115° C. 1H NMR (CDCl3) δ 7.40 (m, 2H), 5.42... Reactants: CC1(OCCO1)CCCCC(=O)N1C(OCC1)=O (3-[5-(2-Methyl-[1,3]dioxolan-2-yl)-pentanoyl]-oxazolidin-2-one), C1CCOC1 (THF), C[Si](C)(C)[N-][Si](C)(C)C.[Na+] (NaN(TMS)2), Butenyl-4-triflate. Run in CCOC(=O)C (EtOAc). Reaction conditions: temperature 0 celsius, time 1 hour. Product: EtOAc hexanes, CC1(OCCO1)CCCC(C(=O)N1C(OCC1)=O)CCC=C (3-(2-[3-(2-Methyl-[1,3]dioxolan-2-yl)-propyl]-hex-5-enoyl)-oxazolidin-2-one). The yield is 40.0%. As a reaction SMILES: [CH3:1][C:2]1([CH2:7][CH2:8][CH2:9][CH2:10][C:11]([N:13]2[CH2:17][CH2:16][O:15][C:14]2=[O:18])=[O:12])[O:6][CH2:5][CH2:4][O:3]1.[CH2:19]1[CH2:23]O[CH2:21][CH2:20]1.C[Si]([N-][Si](C)(C)C)(C)C.[Na+]>CCOC(C)=O>[CH3:1][C:2]1([CH2:7][CH2:8][CH2:9][CH:10]([CH2:21][CH2:20][CH:19]=[CH2:23])[C:11]([N:13]2[CH2:17][CH2:16][O:15][C:14]2=[O:18])=[O:12])[O:6][CH2:5][CH2:4][O:3]1 |f:2.3|. Procedure: To a stirred solution of 2-3 (3.0 g, 11.7 mmol) and THF (125 mL) at −78° C. was added NaN(TMS)2 (15.2 mL, 15.2 mmol, 1.0 M in THF) dropwise over 20 minutes. Butenyl-4-triflate (5.0 mL, 29.2 mmol) was added dropwise; after 1 h, the reaction was warmed to 0° C. After 1 h, the reaction was diluted with EtOAc, washed with sat. NaHCO3, brine, dried (MgSO4) and concentrated. Flash chromatography (silica, 40% EtOAc/hexanes) gave 2-4 as an yellow oil. Starting materials: CCCCN=C=O, CN(C)C=O, CO, ClCCl, Nc1ccc(C(=O)N2CCN(Cc3ccccc3)CC2)cn1. Yields the product CCCCNC(=O)Nc1ccc(C(=O)N2CCN(Cc3ccccc3)CC2)cn1. Reaction SMILES: [CH3:23][CH2:24][CH2:25][CH2:26][N:27]=[C:28]=[O:29].[CH3:30][N:31]([CH3:32])[CH:33]=[O:34].[CH3:35][OH:36].[Cl:37][CH2:38][Cl:39].[NH2:1][c:2]1[cH:3][cH:4][c:5]([C:8](=[O:9])[N:10]2[CH2:11][CH2:12][N:13]([CH2:16][c:17]3[cH:18][cH:19][cH:20][cH:21][cH:22]3)[CH2:14][CH2:15]2)[cH:6][n:7]1>>[NH:1]([c:2]1[cH:3][cH:4][c:5]([C:8](=[O:9])[N:10]2[CH2:11][CH2:12][N:13]([CH2:16][c:17]3[cH:18][cH:19][cH:20][cH:21][cH:22]3)[CH2:14][CH2:15]2)[cH:6][n:7]1)[C:28]([NH:27][CH2:26][CH2:25][CH2:24][CH3:23])=[O:29]. Reactants: COc1ccc(Cl)cc1C(=O)N=c1sc(C(C)(C)C)nn1CC(C)C, COc1ccc(P2(=S)SP(=S)(c3ccc(OC)cc3)S2)cc1. The product is COc1ccc(Cl)cc1C(=S)N=c1sc(C(C)(C)C)nn1CC(C)C. As a reaction SMILES: [C:1]([CH3:2])([CH3:3])([CH3:4])[c:5]1[n:6][n:7]([CH2:22][CH:23]([CH3:24])[CH3:25])[c:8](=[N:10][C:11]([c:12]2[c:13]([O:19][CH3:20])[cH:14][cH:15][c:16]([Cl:18])[cH:17]2)=[O:21])[s:9]1.[CH3:26][O:27][c:28]1[cH:29][cH:30][c:31]([P:32]2(=[S:35])[S:33][P:34]([c:36]3[cH:37][cH:38][c:39]([O:40][CH3:41])[cH:42][cH:43]3)(=[S:44])[S:45]2)[cH:46][cH:47]1>>[C:1]([CH3:2])([CH3:3])([CH3:4])[c:5]1[n:6][n:7]([CH2:22][CH:23]([CH3:24])[CH3:25])[c:8](=[N:10][C:11]([c:12]2[c:13]([O:19][CH3:20])[cH:14][cH:15][c:16]([Cl:18])[cH:17]2)=[S:35])[s:9]1.